From a dataset of the Open Reaction Database (ORD), a public repository of structured organic reaction records. describe an organic reaction: reactants, conditions, products, and yield Reaction SMILES: [CH3:1][C:2]([CH3:3])([CH3:4])[Si:5]([O:6][CH2:7][CH:8]([CH2:9][CH:10]1[CH:11]([CH2:13][OH:14])[CH2:12]1)[NH:15][C:16]([O:17][CH2:18][c:19]1[cH:20][cH:21][cH:22][cH:23][cH:24]1)=[O:25])([c:26]1[cH:27][cH:28][cH:29][cH:30][cH:31]1)[c:32]1[cH:33][cH:34][cH:35][cH:36][cH:37]1.[Cl:45][CH2:46][Cl:47].[H-:44].[Na+:43].[O:48]=[CH:49][N:50]([CH3:51])[CH3:52].[S:38]([Cl:39])([CH3:40])(=[O:41])=[O:42]>>[CH3:1][C:2]([CH3:3])([CH3:4])[Si:5]([O:6][CH2:7][CH:8]1[CH2:9][CH:10]2[CH:11]([CH2:12]2)[CH2:13][N:15]1[C:16]([O:17][CH2:18][c:19]1[cH:20][cH:21][cH:22][cH:23][cH:24]1)=[O:25])([c:26]1[cH:27][cH:28][cH:29][cH:30][cH:31]1)[c:32]1[cH:33][cH:34][cH:35][cH:36][cH:37]1. Starting materials: CC(C)(C)[Si](OCC(CC1CC1CO)NC(=O)OCc1ccccc1)(c1ccccc1)c1ccccc1, ClCCl, [H-], [Na+], CN(C)C=O, CS(=O)(=O)Cl. The product is CC(C)(C)[Si](OCC1CC2CC2CN1C(=O)OCc1ccccc1)(c1ccccc1)c1ccccc1. Reported procedure: Hydrogenation of 2-[(5-methyl-furan-2-ylmethyl)-amino]-quinoline-5-carbonitrile (200 mg, 0.76 mmol) dissolved in 7N MeOH—NH3 for 23 h at room temperature yielded after removal of the catalyst by filtration and evaporation a yellow oil which was further purified by column chromatography (dichloromethane/MeOH/NH4OH 15:1:0.1) on silica gel to yield (5-aminomethyl-quinolin-2-yl)-(5-methyl-furan-2-ylmethyl)-amine as light yellow oil (198 mg, 98%). Run in CO.N (MeOH NH3). The yield is 97.5%. RXN SMILES: [CH3:1][C:2]1[O:6][C:5]([CH2:7][NH:8][C:9]2[CH:18]=[CH:17][C:16]3[C:15]([C:19]#[N:20])=[CH:14][CH:13]=[CH:12][C:11]=3[N:10]=2)=[CH:4][CH:3]=1>CO.N>[NH2:20][CH2:19][C:15]1[CH:14]=[CH:13][CH:12]=[C:11]2[C:16]=1[CH:17]=[CH:18][C:9]([NH:8][CH2:7][C:5]1[O:6][C:2]([CH3:1])=[CH:3][CH:4]=1)=[N:10]2 |f:1.2|. The reactants are CC1=CC=C(O1)CNC1=NC=2C=CC=C(C2C=C1)C#N (2-[(5-methyl-furan-2-ylmethyl)-amino]-quinoline-5-carbonitrile). Yields the product NCC1=C2C=CC(=NC2=CC=C1)NCC=1OC(=CC1)C ((5-aminomethyl-quinolin-2-yl)-(5-methyl-furan-2-ylmethyl)-amine). Starting materials: CO, Cl, [Na+], [OH-], O, COC(=O)C(C)C1C=CC=C(OCCCN(Cc2cccc(C(F)(F)F)c2Cl)CC(c2ccccc2)c2ccccc2)C1(C)C. Product: CC(C(=O)O)C1C=CC=C(OCCCN(Cc2cccc(C(F)(F)F)c2Cl)CC(c2ccccc2)c2ccccc2)C1(C)C. RXN SMILES: [CH3:47][OH:48].[ClH:46].[Na+:51].[OH-:50].[OH2:49].[c:1]1([CH:7]([CH2:8][N:9]([CH2:10][CH2:11][CH2:12][O:13][C:14]2=[CH:19][CH:18]=[CH:17][CH:16]([CH:20]([C:21](=[O:22])[O:23][CH3:24])[CH3:25])[C:15]2([CH3:26])[CH3:27])[CH2:28][c:29]2[c:30]([Cl:39])[c:31]([C:35]([F:36])([F:37])[F:38])[cH:32][cH:33][cH:34]2)[c:40]2[cH:41][cH:42][cH:43][cH:44][cH:45]2)[cH:2][cH:3][cH:4][cH:5][cH:6]1>>[c:1]1([CH:7]([CH2:8][N:9]([CH2:10][CH2:11][CH2:12][O:13][C:14]2=[CH:19][CH:18]=[CH:17][CH:16]([CH:20]([C:21](=[O:22])[OH:23])[CH3:25])[C:15]2([CH3:26])[CH3:27])[CH2:28][c:29]2[c:30]([Cl:39])[c:31]([C:35]([F:36])([F:37])[F:38])[cH:32][cH:33][cH:34]2)[c:40]2[cH:41][cH:42][cH:43][cH:44][cH:45]2)[cH:2][cH:3][cH:4][cH:5][cH:6]1. The reactants are S1C(=NC=C1)NC1CN(CC1)C(=O)OC(C)(C)C (tert.-butyl 3-(thiazol-2-ylamino)pyrrolidine-1-carboxylate), [NH4+].[OH-] (NH4OH), [H-].[Na+] (sodium hydride), IC (iodomethane). Run in CC#N (MeCN), C(Cl)(Cl)Cl.CC(OCC)=O (chloroform EA). Conditions: time 30 minute. The product is CN(C1CN(CC1)C(=O)OC(C)(C)C)C=1SC=CN1 (tert.-butyl 3-(methyl(thiazol-2-yl)amino)pyrrolidine-1-carboxylate). Yield: 34.6%. As a reaction SMILES: [S:1]1[CH:5]=[CH:4][N:3]=[C:2]1[NH:6][CH:7]1[CH2:11][CH2:10][N:9]([C:12]([O:14][C:15]([CH3:18])([CH3:17])[CH3:16])=[O:13])[CH2:8]1.[H-].[Na+].I[CH3:22].[NH4+].[OH-]>CC#N.C(Cl)(Cl)Cl.CC(=O)OCC>[CH3:22][N:6]([C:2]1[S:1][CH:5]=[CH:4][N:3]=1)[CH:7]1[CH2:11][CH2:10][N:9]([C:12]([O:14][C:15]([CH3:18])([CH3:17])[CH3:16])=[O:13])[CH2:8]1 |f:1.2,4.5,7.8|. Procedure: A solution of 8.73 g (32.4 mmol) of tert.-butyl 3-(thiazol-2-ylamino)pyrrolidine-1-carboxylate (synthesis described in Example 11) in MeCN (120 ml) was combined with 1.56 g (38.9 mmol, 60% strength in mineral oil) of sodium hydride and stirred for 30 min at RT. 4.04 ml (64.8 mmol) of iodomethane were then added and stirring was continued for a further 3 h at RT. After addition of a conc. aq. NH4OH soln. (30 ml), the phases were separated and the aqueous phase was extracted with EA. The collected... As a reaction SMILES: [CH2:40]([N+:41]([CH2:42][CH2:43][CH2:44][CH3:45])([CH2:46][CH2:47][CH2:48][CH3:49])[CH2:50][CH2:51][CH2:52][CH3:53])[CH2:54][CH2:55][CH3:56].[CH2:57]1[O:58][CH2:59][CH2:60][CH2:61]1.[CH3:1][N:2]1[CH2:3][CH2:4][N:5]([CH2:8][c:9]2[cH:10][c:11]3[n:12][c:13](-[c:24]4[cH:25][c:26]([O:30][SiH2:31][C:32]([CH3:33])([CH3:34])[C:35]([CH3:36])([CH3:37])[CH3:38])[cH:27][cH:28][cH:29]4)[n:14][c:15]([N:18]4[CH2:19][CH2:20][O:21][CH2:22][CH2:23]4)[c:16]3[s:17]2)[CH2:6][CH2:7]1.[F-:39]>>[CH3:1][N:2]1[CH2:3][CH2:4][N:5]([CH2:8][c:9]2[cH:10][c:11]3[n:12][c:13](-[c:24]4[cH:25][c:26]([OH:30])[cH:27][cH:28][cH:29]4)[n:14][c:15]([N:18]4[CH2:19][CH2:20][O:21][CH2:22][CH2:23]4)[c:16]3[s:17]2)[CH2:6][CH2:7]1. The product is CN1CCN(Cc2cc3nc(-c4cccc(O)c4)nc(N4CCOCC4)c3s2)CC1. The reactants are CCCC[N+](CCCC)(CCCC)CCCC, C1CCOC1, CN1CCN(Cc2cc3nc(-c4cccc(O[SiH2]C(C)(C)C(C)(C)C)c4)nc(N4CCOCC4)c3s2)CC1, [F-]. The reactants are CO, O=Cc1c(F)cccc1F, Nc1ccc(Cl)cc1. Yields the product Fc1cccc(F)c1C=Nc1ccc(Cl)cc1. Reaction SMILES: [CH3:19][OH:20].[F:9][c:10]1[c:11]([CH:12]=[O:13])[c:14]([F:18])[cH:15][cH:16][cH:17]1.[NH2:1][c:2]1[cH:3][cH:4][c:5]([Cl:6])[cH:7][cH:8]1>>[N:1]([c:2]1[cH:3][cH:4][c:5]([Cl:6])[cH:7][cH:8]1)=[CH:12][c:11]1[c:10]([F:9])[cH:17][cH:16][cH:15][c:14]1[F:18].